This data is from the Open Reaction Database (ORD), a public repository of structured organic reaction records. The task is: describe an organic reaction: reactants, conditions, products, and yield The solvent is CN(C=O)C (dimethylformamide). RXN SMILES: [Si:1](Cl)([C:4]([CH3:7])([CH3:6])[CH3:5])([CH3:3])[CH3:2].[OH:9][C:10]1[CH:15]=[CH:14][C:13]([CH2:16][C:17]([O:19][CH2:20][C:21]2[CH:26]=[CH:25][CH:24]=[CH:23][CH:22]=2)=[O:18])=[CH:12][CH:11]=1.N1C=CN=C1>CN(C)C=O>[Si:1]([O:9][C:10]1[CH:11]=[CH:12][C:13]([CH2:16][C:17]([O:19][CH2:20][C:21]2[CH:22]=[CH:23][CH:24]=[CH:25][CH:26]=2)=[O:18])=[CH:14][CH:15]=1)([C:4]([CH3:7])([CH3:6])[CH3:5])([CH3:3])[CH3:2]. Reaction conditions: time 4 hour. Yields the product [Si](C)(C)(C(C)(C)C)OC1=CC=C(C=C1)CC(=O)OCC1=CC=CC=C1 (Benzyl (4-{[tert-butyl(dimethyl)silyl]oxy}phenyl)acetate). Reported procedure: t-Butyldimethylsilyl chloride (3.07 g, 20.4 mmol) was added in one portion to a stirred solution of benzyl (4-hydroxyphenyl)acetate (4.70 g, 19.4 mmol) and imidazole (1.39 g, 20.4 mmol) in dimethylformamide (25 mL) at room temperature under nitrogen. After stirring for 4 h the volatiles were evaporated and the residue partitioned between water (100 mL) and ethyl acetate (100 mL). The layers were separated and the aqueous phase washed with ethyl acetate (2×100 mL). The organic extracts were combi... Isolated yield 62.5%. Reactants: [Si](C)(C)(C(C)(C)C)Cl (t-Butyldimethylsilyl chloride), OC1=CC=C(C=C1)CC(=O)OCC1=CC=CC=C1 (benzyl (4-hydroxyphenyl)acetate), N1C=NC=C1 (imidazole). Reactants: C1(=CC=C(C=C1)S(=O)(=O)O)C.C(C1=CC=CC=C1)C1(CCNCC1)NC(=O)OCC (4-benzyl-4-(ethoxycarbonylamino)piperidine p-toluenesulfonate), C(C1=CC=CC=C1)(=O)N1CC(CCC1)(CCCOS(=O)(=O)C)C1=CC(=C(C=C1)Cl)Cl (1-Benzoyl-3-(3,4-dichlorophenyl)-3-[3-(methanesulfonyloxy)propyl]piperidine), C(=O)([O-])[O-].[K+].[K+] (K2CO3). The solvent is CN(C)C=O (DMF). Product: O.Cl.C(C1=CC=CC=C1)(=O)N1CC(CCC1)(C1=CC(=C(C=C1)Cl)Cl)CCCN1CCC(CC1)(NC(=O)OCC)CC1=CC=CC=C1.C(C1=CC=CC=C1)(=O)N1CC(CCC1)(CCCN1CCC(CC1)(CC1=CC=CC=C1)NC(=O)OCC)C1=CC(=C(C=C1)Cl)Cl.Cl (1-Benzoyl-3-[3-[4-benzyl-4-(ethoxycarbonylamino)piperid-1-yl]propyl]-3-(3,4-dichlorophenyl)piperidine hydrochloride hemihydrate). Isolated yield 88.3%. Reaction SMILES: C1(C)C=CC(S(O)(=O)=[O:8])=CC=1.[CH2:12]([C:19]1([NH:25][C:26]([O:28][CH2:29][CH3:30])=[O:27])[CH2:24][CH2:23][NH:22][CH2:21][CH2:20]1)[C:13]1[CH:18]=[CH:17][CH:16]=[CH:15][CH:14]=1.[C:31]([N:39]1[CH2:44][CH2:43][CH2:42][C:41]([C:53]2[CH:58]=[CH:57][C:56]([Cl:59])=[C:55]([Cl:60])[CH:54]=2)([CH2:45][CH2:46][CH2:47]OS(C)(=O)=O)[CH2:40]1)(=[O:38])[C:32]1[CH:37]=[CH:36][CH:35]=[CH:34][CH:33]=1.C([O-])([O-])=O.[K+].[K+]>CN(C=O)C>[OH2:8].[ClH:59].[C:31]([N:39]1[CH2:44][CH2:43][CH2:42][C:41]([CH2:45][CH2:46][CH2:47][N:22]2[CH2:21][CH2:20][C:19]([CH2:12][C:13]3[CH:18]=[CH:17][CH:16]=[CH:15][CH:14]=3)([NH:25][C:26]([O:28][CH2:29][CH3:30])=[O:27])[CH2:24][CH2:23]2)([C:53]2[CH:58]=[CH:57][C:56]([Cl:59])=[C:55]([Cl:60])[CH:54]=2)[CH2:40]1)(=[O:38])[C:32]1[CH:33]=[CH:34][CH:35]=[CH:36][CH:37]=1.[C:31]([N:39]1[CH2:44][CH2:43][CH2:42][C:41]([C:53]2[CH:58]=[CH:57][C:56]([Cl:59])=[C:55]([Cl:60])[CH:54]=2)([CH2:45][CH2:46][CH2:47][N:22]2[CH2:21][CH2:20][C:19]([NH:25][C:26]([O:28][CH2:29][CH3:30])=[O:27])([CH2:12][C:13]3[CH:18]=[CH:17][CH:16]=[CH:15][CH:14]=3)[CH2:24][CH2:23]2)[CH2:40]1)(=[O:38])[C:32]1[CH:33]=[CH:34][CH:35]=[CH:36][CH:37]=1.[ClH:59] |f:0.1,3.4.5,7.8.9.10.11|. Procedure details: This compound is prepared by the procedure described in EXAMPLE 7, starting from 0.5 g of 4-benzyl-4-(ethoxycarbonylamino)piperidine p-toluenesulfonate, 0.5 g of the compound obtained in step B of EXAMPLE 1 and 0.52 g of K2CO3 in 5 ml of DMF. This gives 0.32 g of the expected product, m.p.=142° C. (dec.). Reactants: BrC1=C2C3=C(NC2=C(C=C1)C(=O)N)CCN(C3)C(C3=CC=CC=C3)(C3=CC=CC=C3)C3=CC=CC=C3 (9-bromo-2-trityl-2,3,4,5-tetrahydro-1H-pyrido[4,3-b]indole-6-carboxamide), CC1=C(C=CC=C1B1OC(C(O1)(C)C)(C)C)N1C=NC2=CC=CC=C2C1=O (3-(2-methyl-3-(4,4,5,5-tetramethyl-1,3,2-dioxaborolan-2-yl)phenyl)quinazolin-4(3H)-one), C([O-])([O-])=O.[Na+].[Na+] (sodium carbonate). The reagents and catalysts are C=1C=CC(=CC1)[P](C=2C=CC=CC2)(C=3C=CC=CC3)[Pd]([P](C=4C=CC=CC4)(C=5C=CC=CC5)C=6C=CC=CC6)([P](C=7C=CC=CC7)(C=8C=CC=CC8)C=9C=CC=CC9)[P](C=1C=CC=CC1)(C=1C=CC=CC1)C=1C=CC=CC1 (tetrakis(triphenylphosphine)palladium). Run in C1(=CC=CC=C1)C (toluene), C(C)O (ethanol). Reaction conditions: temperature 90 celsius, time 15.75 hour. Yields the product CC1=C(C=CC=C1N1C=NC2=CC=CC=C2C1=O)C1=C2C3=C(NC2=C(C=C1)C(=O)N)CCNC3 (9-(2-Methyl-3-(4-oxoquinazolin-3(4H)-yl)phenyl)-2,3,4,5-tetrahydro-1H-pyrido[4,3-b]indole-6-carboxamide). The yield is 114.9%. RXN SMILES: Br[C:2]1[CH:10]=[CH:9][C:8]([C:11]([NH2:13])=[O:12])=[C:7]2[C:3]=1[C:4]1[CH2:17][N:16](C(C3C=CC=CC=3)(C3C=CC=CC=3)C3C=CC=CC=3)[CH2:15][CH2:14][C:5]=1[NH:6]2.CC1C(B2OC(C)(C)C(C)(C)O2)=CC=CC=1[N:53]1[C:62](=[O:63])[C:61]2[C:56](=[CH:57][CH:58]=[CH:59][CH:60]=2)[N:55]=[CH:54]1.C(=O)([O-])[O-].[Na+].[Na+]>C1(C)C=CC=CC=1.C(O)C.C1C=CC([P]([Pd]([P](C2C=CC=CC=2)(C2C=CC=CC=2)C2C=CC=CC=2)([P](C2C=CC=CC=2)(C2C=CC=CC=2)C2C=CC=CC=2)[P](C2C=CC=CC=2)(C2C=CC=CC=2)C2C=CC=CC=2)(C2C=CC=CC=2)C2C=CC=CC=2)=CC=1>[CH3:4][C:3]1[C:7]([N:53]2[C:62](=[O:63])[C:61]3[C:56](=[CH:57][CH:58]=[CH:59][CH:60]=3)[N:55]=[CH:54]2)=[CH:8][CH:9]=[CH:10][C:2]=1[C:2]1[CH:10]=[CH:9][C:8]([C:11]([NH2:13])=[O:12])=[C:7]2[C:3]=1[C:4]1[CH2:17][NH:16][CH2:15][CH2:14][C:5]=1[NH:6]2 |f:2.3.4,^1:83,85,104,123|. Reported procedure: Alternatively, a mixture of 9-bromo-2-trityl-2,3,4,5-tetrahydro-1H-pyrido[4,3-b]indole-6-carboxamide (78.3 mg, 0.146 mmol), 3-(2-methyl-3-(4,4,5,5-tetramethyl-1,3,2-dioxaborolan-2-yl)phenyl)quinazolin-4(3H)-one (52.9 mg, 0.146 mmol), and 2 M aqueous sodium carbonate (0.219 mL, 0.438 mmol) in toluene (1.2 mL) and ethanol (0.3 mL) was degassed by bubbling with argon for ca. 5-10 min (1 minute with sonication). The mixture was treated with tetrakis(triphenylphosphine)palladium (8.4 mg, 0.007 mmol) ... Starting materials: CC(O)c1oc(C(F)F)cc(=O)c1OCc1ccccc1, CCOC(C)=O, CC#N, Cl, O=S(Cl)Cl. Yields the product CCc1oc(C(F)F)cc(=O)c1OCc1ccccc1. As a reaction SMILES: [CH2:1]([c:2]1[cH:3][cH:4][cH:5][cH:6][cH:7]1)[O:8][c:9]1[c:10]([CH:19]([CH3:20])[OH:21])[o:11][c:12]([CH:16]([F:17])[F:18])[cH:13][c:14]1=[O:15].[CH3:26][CH2:27][O:28][C:29](=[O:30])[CH3:31].[CH3:33][C:34]#[N:35].[ClH:32].[S:22]([Cl:23])([Cl:24])=[O:25]>>[CH2:1]([c:2]1[cH:3][cH:4][cH:5][cH:6][cH:7]1)[O:8][c:9]1[c:10]([CH2:19][CH3:20])[o:11][c:12]([CH:16]([F:17])[F:18])[cH:13][c:14]1=[O:15]. Starting materials: COC(C[C@@H]1COC2=C1C=CC(=C2)O[C@@H]2CCC1=C(C(=CC=C21)C(F)(F)F)Br)=O ({(S)-6-[(R)-4-bromo-5-trifluoromethyl-indan-1-yloxy]-2,3-dihydro-benzofuran-3-yl}-acetic acid methyl ester), [Cl-].CC1=C(C[Zn+])C=CC=C1 (2-methyl-benzylzinc chloride), Intermediate 1. The reagents and catalysts are C(C)(C)C1=C(C(=CC=C1)C(C)C)N1C(N(C=C1)C1=C(C=CC=C1C(C)C)C(C)C)=[Pd-3](C1=NC=CC=C1Cl)(Cl)Cl ([1,3-bis(2,6-diisopropylphenyl)imidazol-2-ylidene]-(3-chloropyridyl)-palladium(II) dichloride). Yields the product COC(C[C@@H]1COC2=C1C=CC(=C2)O[C@@H]2CCC1=C(C(=CC=C21)C(F)(F)F)CC2=C(C=CC=C2)C)=O ({(S)-6-[(R)-4-(2-Methyl-benzyl)-5-trifluoromethyl-indan-1-yloxy]-2,3-dihydro-benzofuran-3-yl}-acetic acid methyl ester). As a reaction SMILES: [CH3:1][O:2][C:3](=[O:29])[CH2:4][C@H:5]1[C:9]2[CH:10]=[CH:11][C:12]([O:14][C@H:15]3[C:23]4[C:18](=[C:19](Br)[C:20]([C:24]([F:27])([F:26])[F:25])=[CH:21][CH:22]=4)[CH2:17][CH2:16]3)=[CH:13][C:8]=2[O:7][CH2:6]1.[Cl-].[CH3:31][C:32]1[CH:39]=[CH:38][CH:37]=[CH:36][C:33]=1[CH2:34][Zn+]>C(C1C=CC=C(C(C)C)C=1N1C=CN(C2C(C(C)C)=CC=CC=2C(C)C)C1=[Pd-3](Cl)(Cl)C1C(Cl)=CC=CN=1)(C)C>[CH3:1][O:2][C:3](=[O:29])[CH2:4][C@H:5]1[C:9]2[CH:10]=[CH:11][C:12]([O:14][C@H:15]3[C:23]4[C:18](=[C:19]([CH2:31][C:32]5[CH:39]=[CH:38][CH:37]=[CH:36][C:33]=5[CH3:34])[C:20]([C:24]([F:27])([F:26])[F:25])=[CH:21][CH:22]=4)[CH2:17][CH2:16]3)=[CH:13][C:8]=2[O:7][CH2:6]1 |f:1.2|. Procedure details: The title compound is prepared from {(S)-6-[(R)-4-bromo-5-trifluoromethyl-indan-1-yloxy]-2,3-dihydro-benzofuran-3-yl}-acetic acid methyl ester and 2-methyl-benzylzinc chloride following a procedure analogous to that described in Step 6 of Intermediate 1; [1,3-bis(2,6-diisopropylphenyl)imidazol-2-ylidene]-(3-chloropyridyl)-palladium(II) dichloride (Pd-PEPPSI-IPr) is used as catalyst. LC (method 6): tR=1.29 min; Mass spectrum (ESI+): m/z=497 [M+H]+. Starting materials: CC(C)(O[Si](C)(C)C(C)(C)C)C(CO[Si](C)(C)C(C)(C)C)Nc1c([N+](=O)[O-])cnc2ccccc12, Cc1ccccc1. Product: CC(C)(O[Si](C)(C)C(C)(C)C)C(CO[Si](C)(C)C(C)(C)C)Nc1c(N)cnc2ccccc12. As a reaction SMILES: [C:1]([CH3:2])([CH3:3])([CH3:4])[Si:5]([O:6][C:7]([CH:8]([CH2:9][O:10][Si:11]([CH3:12])([CH3:13])[C:14]([CH3:15])([CH3:16])[CH3:17])[NH:18][c:19]1[c:20]([N+:29]([O-:30])=[O:31])[cH:21][n:22][c:23]2[cH:24][cH:25][cH:26][cH:27][c:28]12)([CH3:32])[CH3:33])([CH3:34])[CH3:35].[CH3:36][c:37]1[cH:38][cH:39][cH:40][cH:41][cH:42]1>>[C:1]([CH3:2])([CH3:3])([CH3:4])[Si:5]([O:6][C:7]([CH:8]([CH2:9][O:10][Si:11]([CH3:12])([CH3:13])[C:14]([CH3:15])([CH3:16])[CH3:17])[NH:18][c:19]1[c:20]([NH2:29])[cH:21][n:22][c:23]2[cH:24][cH:25][cH:26][cH:27][c:28]12)([CH3:32])[CH3:33])([CH3:34])[CH3:35].